This data is from the Open Reaction Database (ORD), a public repository of structured organic reaction records. The task is: describe an organic reaction: reactants, conditions, products, and yield Reactants: C(C)(=O)O (acetic acid), O(C1=CC=CC=C1)CC(=O)NC1C(N(C1SC(=O)OCC(Cl)(Cl)Cl)C(C(=O)OCC1=CC=CC=C1)[N+]#[C-])=O (benzyl 2-[3-phenoxyacetamido-4-(2,2,2-trichloroethoxycarbonylthio)-2-oxo-1-azetidinyl]-2-isocyanoacetate). Reagents/catalysts: [Zn] (zinc). Solvent: C(C)(=O)OCC (ethyl acetate), CN(C=O)C (N,N-dimethylformamide). Conditions: time 10 minute. Product: O(C1=CC=CC=C1)CC(=O)NC1C2SC=NC(N2C1=O)C(=O)OCC1=CC=CC=C1 (benzyl 7-phenoxyacetamido-8-oxo-5-thia-1,3-diazabicyclo[4,2,0]oct-3-ene-2-carboxylate). Isolated yield 48.1%. As a reaction SMILES: [O:1]([CH2:8][C:9]([NH:11][CH:12]1[CH:15]([S:16][C:17](OCC(Cl)(Cl)Cl)=O)[N:14]([CH:25]([N+:36]#[C-])[C:26]([O:28][CH2:29][C:30]2[CH:35]=[CH:34][CH:33]=[CH:32][CH:31]=2)=[O:27])[C:13]1=[O:38])=[O:10])[C:2]1[CH:7]=[CH:6][CH:5]=[CH:4][CH:3]=1.C(O)(=O)C>CN(C)C=O.C(OCC)(=O)C.[Zn]>[O:1]([CH2:8][C:9]([NH:11][CH:12]1[C:13](=[O:38])[N:14]2[CH:15]1[S:16][CH:17]=[N:36][CH:25]2[C:26]([O:28][CH2:29][C:30]1[CH:35]=[CH:34][CH:33]=[CH:32][CH:31]=1)=[O:27])=[O:10])[C:2]1[CH:3]=[CH:4][CH:5]=[CH:6][CH:7]=1. Procedure: To a solution of benzyl 2-[3-phenoxyacetamido-4-(2,2,2-trichloroethoxycarbonylthio)-2-oxo-1-azetidinyl]-2-isocyanoacetate (2.20 g.) in N,N-dimethylformamide (15 ml.) was added zinc powder (3.30 mg.) at 0° C., and the mixture was stirred at the same temperature for 10 minutes. Thereto was added dropwise acetic acid (2.0 ml.) over a period of 3 minutes and the mixture was stirred at 0° C. for 25 minutes. The reaction mixture was diluted with ethyl acetate (50 ml.) and filtered through a pad of Cel... Starting materials: O=C([O-])O, COCCOC, CCOC(C)=O, O=C1CCC(=O)N1Cl, Cc1ccc(C=NO)cc1Cl, C=C(c1cc(Cl)cc(Cl)c1)C(F)(F)F, [K+], O. Product: Cc1ccc(C2=NOC(c3cc(Cl)cc(Cl)c3)(C(F)(F)F)C2)cc1Cl. RXN SMILES: [C:34](=[O:35])([O-:36])[OH:37].[CH3:39][O:40][CH2:41][CH2:42][O:43][CH3:44].[CH3:45][CH2:46][O:47][C:48](=[O:49])[CH3:50].[Cl:12][N:13]1[C:14](=[O:15])[CH2:16][CH2:17][C:18]1=[O:19].[Cl:1][c:2]1[cH:3][c:4]([CH:5]=[N:6][OH:7])[cH:8][cH:9][c:10]1[CH3:11].[Cl:20][c:21]1[cH:22][c:23]([C:28](=[CH2:29])[C:30]([F:31])([F:32])[F:33])[cH:24][c:25]([Cl:27])[cH:26]1.[K+:38].[OH2:51]>>[Cl:1][c:2]1[cH:3][c:4]([C:5]2=[N:6][O:7][C:28]([c:23]3[cH:22][c:21]([Cl:20])[cH:26][c:25]([Cl:27])[cH:24]3)([C:30]([F:31])([F:32])[F:33])[CH2:29]2)[cH:8][cH:9][c:10]1[CH3:11]. As a reaction SMILES: CC1C=CC(S(O[CH2:12][CH:13]2[CH2:22][CH2:21][C:20]3[C:15](=[CH:16][C:17]([S:23]([CH3:26])(=[O:25])=[O:24])=[CH:18][CH:19]=3)[O:14]2)(=O)=O)=CC=1.[CH3:27][NH:28][CH2:29][CH3:30].CC(C)(C)CNC[C@@H]1OC2C=C(S(C)(=O)=O)C=CC=2OC1>C(#N)C>[CH3:27][N:28]([CH2:12][CH:13]1[CH2:22][CH2:21][C:20]2[C:15](=[CH:16][C:17]([S:23]([CH3:26])(=[O:24])=[O:25])=[CH:18][CH:19]=2)[O:14]1)[CH2:29][CH3:30]. Starting materials: ( 5 ), CC1=CC=C(C=C1)S(=O)(=O)OCC1OC2=CC(=CC=C2CC1)S(=O)(=O)C ([7-(methylsulfonyl)-3,4-dihydro-2H-chromen-2-yl]methyl 4-methylbenzenesulfonate), ( 4 ), CNCC (N-methylethanamine), ( 4 ), CC(CNC[C@H]1COC2=C(O1)C=C(C=C2)S(=O)(=O)C)(C)C (2,2-DIMETHYL-N-{[(2S)-7-(METHYLSULFONYL)-2,3-DIHYDRO-1,4-BENZODIOXIN-2-YL]METHYL}PROPAN-1-AMINE). Run in C(C)#N (ACN). The product is CN(CC)CC1OC2=CC(=CC=C2CC1)S(=O)(=O)C (N-METHYL-N-{[7-(METHYLSULFONYL)-3,4-DIHYDRO-2H-CHROMEN-2-YL]METHYL}ETHANAMINE). Reported procedure: Preparation according to Example 25: [7-(methylsulfonyl)-3,4-dihydro-2H-chromen-2-yl]methyl 4-methylbenzenesulfonate (0.020 g, 0.0504 mmol), N-methylethanamine (0.5 ml), ACN (3 ml). MS m/z (rel. intensity, 70 eV) 283 (M+, 2), 131 (4), 77 (4), 73 (5), 72 (bp), 63 (2). Starting materials: O (water), [H-].[Na+] (sodium hydride), BrC(C(=O)OCC)C(=O)OCC (diethyl bromomalonate), ClC1=C(OC=2C=CC(=C(C2)O)[N+](=O)[O-])C=CC(=C1)C(F)(F)F (5-(2-chloro-4-trifluoromethylphenoxy)-2-nitrophenol). The product is ClC1=C(OC=2C=CC(=C(OC(C(=O)OCC)C(=O)OCC)C2)[N+](=O)[O-])C=CC(=C1)C(F)(F)F (Diethyl 2-[5-(2-chloro-4-trifluoromethylphenoxy)-2-nitrophenoxy]malonate). Reported procedure: To a suspension of 60% sodium hydride (0.4 g) in DMF (5 ml) was dropwise added, under ice-cooling, a DMF (5 ml) solution of 5-(2-chloro-4-trifluoromethylphenoxy)-2-nitrophenol (3.3 g), and the mixture was stirred for 10 minutes. To the solution was added diethyl bromomalonate (2.1 ml), and the mixture stirred at 70° C. for 30 minutes. Then, to the reaction mixture was added water (10 ml), and the mixture extracted twice with ethyl acetate (20 ml). The extract was washed with water and then with ... Reaction SMILES: [H-].[Na+].[Cl:3][C:4]1[CH:20]=[C:19]([C:21]([F:24])([F:23])[F:22])[CH:18]=[CH:17][C:5]=1[O:6][C:7]1[CH:8]=[CH:9][C:10]([N+:14]([O-:16])=[O:15])=[C:11]([OH:13])[CH:12]=1.Br[CH:26]([C:32]([O:34][CH2:35][CH3:36])=[O:33])[C:27]([O:29][CH2:30][CH3:31])=[O:28].O>CN(C=O)C>[Cl:3][C:4]1[CH:20]=[C:19]([C:21]([F:23])([F:22])[F:24])[CH:18]=[CH:17][C:5]=1[O:6][C:7]1[CH:8]=[CH:9][C:10]([N+:14]([O-:16])=[O:15])=[C:11]([CH:12]=1)[O:13][CH:26]([C:27]([O:29][CH2:30][CH3:31])=[O:28])[C:32]([O:34][CH2:35][CH3:36])=[O:33] |f:0.1|. The solvent is CN(C)C=O (DMF), CN(C)C=O (DMF). Conditions: temperature 70 celsius, time 30 minute. Reactants: C(CCC)C1=NC2=C(N1CC1=C(C=CC=C1)Cl)C(=C(C(=C2)Cl)Cl)C(=O)O (2-n-butyl-1-(2-chlorophenyl)methyl-5,6-dichloro-1H-benzimidazole-7-carboxylic acid), ClC=1C=C(C(=C(C(=O)O)C1)NCC1=C(C=CC=C1)Cl)[N+](=O)[O-] (5-chloro-2-[(2-chlorophenyl)methyl]amino-3-nitrobenzoic acid). Product: C(CCC)C1=NC2=C(N1CC1=C(C=CC=C1)Cl)C(=CC(=C2)Cl)C(=O)O (2-n-Butyl-5-chloro-1-(2-chlorophenyl)methyl-1H-benzimidazole-7-carboxylic Acid). Isolated yield 89.3%. As a reaction SMILES: [CH2:1]([C:5]1[N:9]([CH2:10][C:11]2[CH:16]=[CH:15][CH:14]=[CH:13][C:12]=2[Cl:17])[C:8]2[C:18]([C:24]([OH:26])=[O:25])=[C:19](Cl)[C:20]([Cl:22])=[CH:21][C:7]=2[N:6]=1)[CH2:2][CH2:3][CH3:4].ClC1C=C([N+]([O-])=O)C(NCC2C=CC=CC=2Cl)=C(C=1)C(O)=O>>[CH2:1]([C:5]1[N:9]([CH2:10][C:11]2[CH:16]=[CH:15][CH:14]=[CH:13][C:12]=2[Cl:17])[C:8]2[C:18]([C:24]([OH:26])=[O:25])=[CH:19][C:20]([Cl:22])=[CH:21][C:7]=2[N:6]=1)[CH2:2][CH2:3][CH3:4]. Procedure details: The procedure of Example 1(iii and iv) was followed using 5-chloro-2-[(2-chlorophenyl)methyl]amino-3-nitrobenzoic acid (1.50 g, 4.40 mmol) in place of 5-bromo-2-[(2-chlorophenyl)methyl]amino-3-nitrobenzoic acid to give 1.48 g (89.3%) of the title compound, which was recrystallized from methanol; mp 261°-262° C. Reactants: C(C1=CC=CC=C1)ONC(CCCCCCCBr)=O (8-bromo-octanoic acid benzyloxy-amide), Cl.C(C)(C)C1NCCC2=CC(=C(C=C12)OC)OC (1-isopropyl-6,7-dimethoxy-1,2,3,4-tetrahydroisoquinoline hydrochloride), C([O-])([O-])=O.[K+].[K+] (potassium carbonate). Run in CN(C)C=O (DMF). The product is C(C1=CC=CC=C1)ONC(CCCCCCCN1C(C2=CC(=C(C=C2CC1)OC)OC)C(C)C)=O (8-(1-isopropyl-6,7-dimethoxy-3,4-dihydro-1H-isoquinolin-2-yl)-octanoic acid benzyloxyamide). As a reaction SMILES: [CH2:1]([O:8][NH:9][C:10](=[O:19])[CH2:11][CH2:12][CH2:13][CH2:14][CH2:15][CH2:16][CH2:17]Br)[C:2]1[CH:7]=[CH:6][CH:5]=[CH:4][CH:3]=1.Cl.[CH:21]([CH:24]1[C:33]2[C:28](=[CH:29][C:30]([O:36][CH3:37])=[C:31]([O:34][CH3:35])[CH:32]=2)[CH2:27][CH2:26][NH:25]1)([CH3:23])[CH3:22].C(=O)([O-])[O-].[K+].[K+]>CN(C=O)C>[CH2:1]([O:8][NH:9][C:10](=[O:19])[CH2:11][CH2:12][CH2:13][CH2:14][CH2:15][CH2:16][CH2:17][N:25]1[CH2:26][CH2:27][C:28]2[C:33](=[CH:32][C:31]([O:34][CH3:35])=[C:30]([O:36][CH3:37])[CH:29]=2)[CH:24]1[CH:21]([CH3:23])[CH3:22])[C:2]1[CH:7]=[CH:6][CH:5]=[CH:4][CH:3]=1 |f:1.2,3.4.5|. Procedure: In a manner analogous to that of example 1(b), 8-bromo-octanoic acid benzyloxy-amide (example 1(a); 0.3 g, 1.1 mmol) was reacted with 1-isopropyl-6,7-dimethoxy-1,2,3,4-tetrahydroisoquinoline hydrochloride (0.3 g, 1.1 mmol) in the presence of potassium carbonate (0.15 g, 1.1 mmol) and DMF as solvent to give 8-(1-isopropyl-6,7-dimethoxy-3,4-dihydro-1H-isoquinolin-2-yl)-octanoic acid benzyloxyamide as an almost colorless wax (yield 0.1 g, 20%; purified by column chromatography using silica gel and ... Starting materials: C=O, O=CO, COC(=O)c1ccc(N2CCCNCC2)nc1, O. Yields the product COC(=O)c1ccc(N2CCCN(C)CC2)nc1. Reaction SMILES: [CH2:18]=[O:19].[CH:20]([OH:21])=[O:22].[N:1]1([c:8]2[n:9][cH:10][c:11]([C:12](=[O:13])[O:14][CH3:15])[cH:16][cH:17]2)[CH2:2][CH2:3][NH:4][CH2:5][CH2:6][CH2:7]1.[OH2:23]>>[N:1]1([c:8]2[n:9][cH:10][c:11]([C:12](=[O:13])[O:14][CH3:15])[cH:16][cH:17]2)[CH2:2][CH2:3][N:4]([CH3:20])[CH2:5][CH2:6][CH2:7]1.